The task is: describe an organic reaction: reactants, conditions, products, and yield. This data is from the Open Reaction Database (ORD), a public repository of structured organic reaction records. Starting materials: solution, C(CCC)[Li] (n-butyl lithium), solution, B(OC(C)C)(OC(C)C)OC(C)C (triisopropyl borate), BrC1=CC=C(C=C1)C (4-bromotoluene), Cl (hydrochloric acid). The solvent is CCCCCC (hexane), O1CCCC1 (THF), O1CCCC1 (tetrahydrofuran). Reaction SMILES: Br[C:2]1[CH:7]=[CH:6][C:5]([CH3:8])=[CH:4][CH:3]=1.C([Li])CCC.[B:14]([O:23]C(C)C)([O:19]C(C)C)[O:15]C(C)C.Cl>CCCCCC.O1CCCC1>[CH3:8][C:5]1[CH:6]=[CH:7][C:2]([O:15][B:14]([OH:23])[OH:19])=[CH:3][CH:4]=1. Isolated yield 73.4%. Run at time 1.5 hour. Reported procedure: To a mixture of 4-bromotoluene (743 mmol) and 500 ml of tetrahydrofuran (THF) was added dropwise 500 ml of a solution of n-butyl lithium (corresponding to 780 mmol) in hexane at −78° C. in 1.6 hours, and stirred at the same temperature for 1.5 hours. To this solution was added dropwise 200 ml of a solution of triisopropyl borate (1,486 mmol) in THF, the solution was gradually warmed up to room temperature, and then the solution was stirred overnight. After 750 ml of 7.3% hydrochloric acid was ad... The product is CC1=CC=C(C=C1)OB(O)O (4-methylphenyl boric acid). Reactants: BrCC=1C=CC(=C(C(=O)NCCC23CC4CC(CC(C2)C4)C3)C1)Cl (5-(bromomethyl)-2-chloro-N-(2-tricyclo[3.3.1.13,7]dec-1-ylethyl)-benzamide), C(C)(C)(C)OC(=O)N1CCNCC1 (1-tertbutyloxycarbonylpiperazine), C([O-])([O-])=O.[K+].[K+] (potassium carbonate). The reagents and catalysts are [I-].[K+] (potassium iodide). Solvent: CC(=O)C (acetone). Product: ClC1=C(C=C(C=C1)CN1CCN(CC1)C(=O)OC(C)(C)C)C(=O)NCCC12CC3CC(CC(C1)C3)C2 (4-[[4-Chloro-3-[[(2-tricyclo[3.3.1.13,7]dec-1-ylethyl)amino]carbonyl]-phenyl]methyl]-1-piperazinecarboxylic acid, 1,1-dimethylethyl ester). Isolated yield 87.1%. Reaction SMILES: Br[CH2:2][C:3]1[CH:4]=[CH:5][C:6]([Cl:24])=[C:7]([CH:23]=1)[C:8]([NH:10][CH2:11][CH2:12][C:13]12[CH2:22][CH:17]3[CH2:18][CH:19]([CH2:21][CH:15]([CH2:16]3)[CH2:14]1)[CH2:20]2)=[O:9].[C:25]([O:29][C:30]([N:32]1[CH2:37][CH2:36][NH:35][CH2:34][CH2:33]1)=[O:31])([CH3:28])([CH3:27])[CH3:26].C(=O)([O-])[O-].[K+].[K+]>CC(C)=O.[I-].[K+]>[Cl:24][C:6]1[CH:5]=[CH:4][C:3]([CH2:2][N:35]2[CH2:34][CH2:33][N:32]([C:30]([O:29][C:25]([CH3:28])([CH3:27])[CH3:26])=[O:31])[CH2:37][CH2:36]2)=[CH:23][C:7]=1[C:8]([NH:10][CH2:11][CH2:12][C:13]12[CH2:20][CH:19]3[CH2:18][CH:17]([CH2:16][CH:15]([CH2:21]3)[CH2:14]1)[CH2:22]2)=[O:9] |f:2.3.4,6.7|. Procedure: A mixture 5-(bromomethyl)-2-chloro-N-(2-tricyclo[3.3.1.13,7]dec-1-ylethyl)-benzamide (Example 18a, 0.35 g), 1-tertbutyloxycarbonylpiperazine (0.213 g), potassium carbonate (0.20 g) and potassium iodide (10 mg) in acetone (5 ml) was heated at 60° C. for 2 h. The acetone was removed under vacuum, the residue taken into dichlorometane and the solid removed by filtration. The crude material was purified on a silica gel eluting with dichloromethane/ethanol (0-10% gradient) to afford the subtitle comp... The reactants are CC(=O)O, O=Cc1ccccc1, NCCc1c[nH]c2ccccc12. Product: c1ccc(C2NCCc3c2[nH]c2ccccc32)cc1. RXN SMILES: [CH3:21][C:22](=[O:23])[OH:24].[CH:13](=[O:14])[c:15]1[cH:16][cH:17][cH:18][cH:19][cH:20]1.[NH2:1][CH2:2][CH2:3][c:4]1[cH:5][nH:6][c:7]2[cH:8][cH:9][cH:10][cH:11][c:12]12>>[NH:1]1[CH2:2][CH2:3][c:4]2[c:5]([nH:6][c:7]3[cH:8][cH:9][cH:10][cH:11][c:12]23)[CH:13]1[c:15]1[cH:16][cH:17][cH:18][cH:19][cH:20]1. Starting materials: COC(=O)C(CC=CC#CC(C)(C)C)C(=O)CCCCOc1cccc(-c2ccsc2)c1, CI, CCOC(C)=O, CC(=O)O, [H-], [Na+], C1CCOC1, O. Product: COC(=O)C(C)(CC=CC#CC(C)(C)C)C(=O)CCCCOc1cccc(-c2ccsc2)c1. RXN SMILES: [CH3:1][O:2][C:3]([CH:4]([C:5]([CH2:6][CH2:7][CH2:8][CH2:9][O:10][c:11]1[cH:12][c:13](-[c:17]2[cH:18][s:19][cH:20][cH:21]2)[cH:14][cH:15][cH:16]1)=[O:22])[CH2:23][CH:24]=[CH:25][C:26]#[C:27][C:28]([CH3:29])([CH3:30])[CH3:31])=[O:32].[CH3:33][I:34].[CH3:37][CH2:38][O:39][C:40](=[O:41])[CH3:42].[CH3:49][C:50](=[O:51])[OH:52].[H-:35].[Na+:36].[O:43]1[CH2:44][CH2:45][CH2:46][CH2:47]1.[OH2:48]>>[CH3:1][O:2][C:3]([C:4]([C:5]([CH2:6][CH2:7][CH2:8][CH2:9][O:10][c:11]1[cH:12][c:13](-[c:17]2[cH:18][s:19][cH:20][cH:21]2)[cH:14][cH:15][cH:16]1)=[O:22])([CH2:23][CH:24]=[CH:25][C:26]#[C:27][C:28]([CH3:29])([CH3:30])[CH3:31])[CH3:37])=[O:32]. The reactants are [Br-], CC(C)(C)OC(=O)NCCCOc1ccc(C=O)c2c1CCCC2, C1CCOC1, C[Si](C)(C)[N-][Si](C)(C)C, [Li+], [N-]=[N+]=NCCC[P+](c1ccccc1)(c1ccccc1)c1ccccc1, O. The product is CC(C)(C)OC(=O)NCCCOc1ccc(C=CCCN=[N+]=[N-])c2c1CCCC2. Reaction SMILES: [Br-:1].[C:37]([CH3:38])([CH3:39])([CH3:40])[O:41][C:42]([NH:43][CH2:44][CH2:45][CH2:46][O:47][c:48]1[cH:49][cH:50][c:51]([CH:58]=[O:59])[c:52]2[c:57]1[CH2:56][CH2:55][CH2:54][CH2:53]2)=[O:60].[CH2:62]1[O:63][CH2:64][CH2:65][CH2:66]1.[CH3:28][Si:29]([N-:30][Si:31]([CH3:32])([CH3:33])[CH3:34])([CH3:35])[CH3:36].[Li+:27].[N:2](=[N+:3]=[N-:4])[CH2:5][CH2:6][CH2:7][P+:8]([c:9]1[cH:10][cH:11][cH:12][cH:13][cH:14]1)([c:15]1[cH:16][cH:17][cH:18][cH:19][cH:20]1)[c:21]1[cH:22][cH:23][cH:24][cH:25][cH:26]1.[OH2:61]>>[N:2](=[N+:3]=[N-:4])[CH2:5][CH2:6][CH:7]=[CH:58][c:51]1[cH:50][cH:49][c:48]([O:47][CH2:46][CH2:45][CH2:44][NH:43][C:42]([O:41][C:37]([CH3:38])([CH3:39])[CH3:40])=[O:60])[c:57]2[c:52]1[CH2:53][CH2:54][CH2:55][CH2:56]2. The product is C(C)(C)(C)OC(=O)N1CCC(CC1)(C#CC(=O)OC)O (1-(tert-Butoxycarbonyl)-4-hydroxy-4-(methoxycarbonyl-ethynyl)piperidine). Reactants: C(C)(C)(C)OC(=O)N1CCC(CC1)=O (1-(tert-butoxycarbonyl)-4-piperidone), [Cl-].[NH4+] (ammonium chloride), C(CCC)[Li] (n-Butyllithium), C(CC)(=O)OC (methyl propionate). Solvent: O1CCCC1 (tetrahydrofuran), C(C)(=O)OCC (ethyl acetate), O1CCCC1 (tetrahydrofuran). Conditions: time 30 minute. Procedure details: n-Butyllithium (1.57N hexane solution, 6.4 ml) was added dropwise to a solution of methyl propionate (893 μl) in tetrahydrofuran (50 ml) at −78° C. After stirring for 30 minutes, a solution of 1-(tert-butoxycarbonyl)-4-piperidone (2.0 g) in tetrahydrofuran (10 ml) was added, and the mixture was gradually warmed to room temperature and stirred overnight. A saturated aqueous solution (50 ml) of ammonium chloride and ethyl acetate (50 ml) were added to the reaction mixture to separate an organic la... As a reaction SMILES: C([Li])CCC.[C:6]([O:10][CH3:11])(=[O:9])[CH2:7][CH3:8].[C:12]([O:16][C:17]([N:19]1[CH2:24][CH2:23][C:22](=[O:25])[CH2:21][CH2:20]1)=[O:18])([CH3:15])([CH3:14])[CH3:13].[Cl-].[NH4+]>O1CCCC1.C(OCC)(=O)C>[C:12]([O:16][C:17]([N:19]1[CH2:24][CH2:23][C:22]([OH:25])([C:8]#[C:7][C:6]([O:10][CH3:11])=[O:9])[CH2:21][CH2:20]1)=[O:18])([CH3:15])([CH3:13])[CH3:14] |f:3.4|.